Dataset: the Open Reaction Database (ORD), a public repository of structured organic reaction records. Task: describe an organic reaction: reactants, conditions, products, and yield Starting materials: [OH-].[K+] (KOH), O (water), C(C)O (ethanol), FC=1C=C(OCCCC(=O)OCC)C=CC1 (ethyl 4-(3-fluorophenoxy)butanoate). The solvent is C(Cl)Cl (DCM). Reaction conditions: temperature 40 celsius, time 4 hour. Yields the product FC=1C=C(OCCCC(=O)O)C=CC1 (4-(3-fluorophenoxy)butanoic acid). The yield is 94.8%. Reaction SMILES: [OH-].[K+].O.C(O)C.[F:7][C:8]1[CH:9]=[C:10]([CH:20]=[CH:21][CH:22]=1)[O:11][CH2:12][CH2:13][CH2:14][C:15]([O:17]CC)=[O:16]>C(Cl)Cl>[F:7][C:8]1[CH:9]=[C:10]([CH:20]=[CH:21][CH:22]=1)[O:11][CH2:12][CH2:13][CH2:14][C:15]([OH:17])=[O:16] |f:0.1|. Reported procedure: To a solution of KOH (0.24 g, 4.28 mmol) in mixed solvents of water (3 mL) and ethanol (3 mL) under N2 was added ethyl 4-(3-fluorophenoxy)butanoate (0.30 g, 1.33 mmol) in one portion and the mixture was stirred at 40° C. for 4 h. It was then cooled to rt and 20 mL of DCM was added. The organic layer was washed with brine (20 mL×2), dried over anhydrous Na2SO4 and concentrated in vacuo to give the title compound as a white solid (0.25 g, 96%). Starting materials: ClC=1N=C(C(=NC1CC)C(=O)N)NC1=CC(=CC=C1)S(=O)(=O)C (5-chloro-6-ethyl-3-{[3-(methylsulfonyl)phenyl]amino}pyrazine-2-carboxamide), NCC1(CCCCC1)N (1-(aminomethyl)cyclohexaneamine), CN1CCCC1=O (NMP), C(C)(=O)OCC (ethyl acetate). The solvent is O (water). Reaction conditions: temperature 180 celsius, time 30 minute. The product is NC1(CCCCC1)CNC=1N=C(C(=NC1CC)C(=O)N)NC1=CC(=CC=C1)S(=O)(=O)C (5-{[(1-aminocyclohexyl)methyl]amino}-6-ethyl-3-{[3-(methylsulfonyl)phenyl]amino}pyrazine-2-carboxamide). Yield: 59.3%. As a reaction SMILES: Cl[C:2]1[N:3]=[C:4]([NH:13][C:14]2[CH:19]=[CH:18][CH:17]=[C:16]([S:20]([CH3:23])(=[O:22])=[O:21])[CH:15]=2)[C:5]([C:10]([NH2:12])=[O:11])=[N:6][C:7]=1[CH2:8][CH3:9].[NH2:24][CH2:25][C:26]1([NH2:32])[CH2:31][CH2:30][CH2:29][CH2:28][CH2:27]1.CN1C(=O)CCC1.C(OCC)(=O)C>O>[NH2:32][C:26]1([CH2:25][NH:24][C:2]2[N:3]=[C:4]([NH:13][C:14]3[CH:19]=[CH:18][CH:17]=[C:16]([S:20]([CH3:23])(=[O:22])=[O:21])[CH:15]=3)[C:5]([C:10]([NH2:12])=[O:11])=[N:6][C:7]=2[CH2:8][CH3:9])[CH2:31][CH2:30][CH2:29][CH2:28][CH2:27]1. Procedure: A mixture of 5-chloro-6-ethyl-3-{[3-(methylsulfonyl)phenyl]amino}pyrazine-2-carboxamide (Preparation Example 353) (150 mg), 1-(aminomethyl)cyclohexaneamine (163 mg) and NMP (1 mL) was heated at 180° C. for 20 minutes using a microwave reaction system. The reaction liquid was cooled, and ethyl acetate and water were added and stirred for 30 minutes. Thereafter, the precipitated powder was collected by filtration. This powder was heated with ethanol-water (1:1) and washed to give 5-{[(1-aminocyclo... Reactants: [N+](=O)([O-])C=1C=C(C=CC1)CC(=O)O (3-nitrophenylacetic acid), B.CSC (borane methyl sulfide), C1CCOC1 (THF), Cl (HCl). Run in CO (methanol). Run at temperature 25 celsius, time 3 hour. The product is [N+](=O)([O-])C=1C=C(C=CC1)C(C)O (3-nitrophenylethanol). As a reaction SMILES: [N+:1]([C:4]1[CH:5]=[C:6]([CH2:10][C:11](O)=O)[CH:7]=[CH:8][CH:9]=1)([O-:3])=[O:2].B.CSC.Cl.C1C[O:22]CC1>CO>[N+:1]([C:4]1[CH:5]=[C:6]([CH:10]([OH:22])[CH3:11])[CH:7]=[CH:8][CH:9]=1)([O-:3])=[O:2] |f:1.2|. Procedure details: 40 g of 3-nitrophenylacetic acid was added to a solution of 26 ml of 10M borane-methyl sulfide in 200 ml of THF, and the mixture was stirred at 25° C. for 3 hr. The solution was then acidified with HCl in methanol, followed by evaporation of the solvent. The product 3-nitrophenylethanol (IV, A=H) was partitioned between diethyl ether (Et2O) and aqueous sodium carbonate, and the Et2O layer dried over sodium sulfate. Evaporation of the Et2O afforded 34.8 g of 3-nitrophenylethanol (IV, A=H) as an o... Run at time 8 hour. The product is C(#N)C1N(C=CN1C1=CC=CC=C1)C(=O)OCC (2-cyano-1-ethoxycarbonyl-3-phenylimidazole). Starting materials: CN(S(=O)(=O)N1C(=NC(=C1)C1=CC=CC=C1)C=NO)C (1-(dimethylsulphamoyl)-2-(hydroxyiminomethyl)-4-phenylimidazole), ClC(=O)OCC (ethyl chloroformate), product, [H-].[Na+] (sodium hydride), O1CCCC1 (tetrahydrofuran), O1CCCC1 (tetrahydrofuran), C(C)(=O)OCC (ethyl acetate). Procedure details: 1-(dimethylsulphamoyl)-2-(hydroxyiminomethyl)-4-phenylimidazole, m.p 165°-170° (dec.). A slurry of this product (0.882 g) in dry tetrahydrofuran (20 ml) was added to sodium hydride (90 mg of 80g suspension in oil) in dry tetrahydrofuran. After 1.5 hours at room temperature ethyl chloroformate (0.285 ml) was added and the mixture stirred overnight. The mixture was then added to ethyl acetate and worked up in conventional manner to give a viscous oil. This was purified by flash column chromatograp... As a reaction SMILES: CN(C)S([N:6]1[CH:10]=[C:9](C2C=CC=CC=2)[N:8]=[C:7]1[CH:17]=[N:18]O)(=O)=O.[H-].[Na+].Cl[C:24]([O:26][CH2:27][CH3:28])=[O:25].C(O[CH2:33][CH3:34])(=O)C.O1[CH2:39][CH2:38][CH2:37][CH2:36]1>>[C:17]([CH:7]1[N:6]([C:34]2[CH:33]=[CH:39][CH:38]=[CH:37][CH:36]=2)[CH:10]=[CH:9][N:8]1[C:24]([O:26][CH2:27][CH3:28])=[O:25])#[N:18] |f:1.2|.